This data is from the Open Reaction Database (ORD), a public repository of structured organic reaction records. The task is: describe an organic reaction: reactants, conditions, products, and yield Starting materials: O (water), [Na] (sodium), C(C)(O)O (ethanediol), ClC1=NC2=C(N1C)C=CC=C2 (2-chloro-1-methyl-1H-benzimidazole). Run at temperature 60 celsius, time 3 hour. The product is CN1C(=NC2=C1C=CC=C2)OCCO (2-[(1-methyl-1H-benzimidazol-2-yl)oxy]ethanol). As a reaction SMILES: [Na].[CH:2]([OH:5])(O)[CH3:3].Cl[C:7]1[N:11]([CH3:12])[C:10]2[CH:13]=[CH:14][CH:15]=[CH:16][C:9]=2[N:8]=1.[OH2:17]>>[CH3:12][N:11]1[C:10]2[CH:13]=[CH:14][CH:15]=[CH:16][C:9]=2[N:8]=[C:7]1[O:17][CH2:3][CH2:2][OH:5] |^1:0|. Procedure: Under an argon atmosphere, metal sodium (635 mg) was added to anhydrous ethanediol (12 mL), and the mixture was stirred at 60° C. for 3 hr. Then, 2-chloro-1-methyl-1H-benzimidazole (4.0 g) was added and the mixture was stirred with heating at 90° C. for 5 hr. The mixture was allowed to cool to room temperature, diluted with water and extracted with ethyl acetate. The organic layer was washed with saturated brine, dried over magnesium sulfate, and concentrated under reduced pressure. The residue ... The reactants are C1(CC1)C1=CC=2C(=NC(=C(N2)C2=CC=C(C=C2)C)C2=CC=C(C=C2)C)N1CCCCCCC(=O)OCC (Ethyl 7-(6-cyclopropyl-2,3-di-p-tolyl-5H-pyrrolo[2,3-b]pyrazin-5-yl)heptanoate), [OH-].[Na+] (NaOH), Cl (HCl), O (water). Run in CCO (EtOH). Reaction conditions: time 16 hour. The product is C1(CC1)C1=CC=2C(=NC(=C(N2)C2=CC=C(C=C2)C)C2=CC=C(C=C2)C)N1CCCCCCC(=O)O (7-(6-Cyclopropyl-2,3-di-p-tolyl-5H-pyrrolo[2,3-b]pyrazin-5-yl)heptanoic acid). RXN SMILES: [CH:1]1([C:4]2[N:26]([CH2:27][CH2:28][CH2:29][CH2:30][CH2:31][CH2:32][C:33]([O:35]CC)=[O:34])[C:7]3=[N:8][C:9]([C:19]4[CH:24]=[CH:23][C:22]([CH3:25])=[CH:21][CH:20]=4)=[C:10]([C:12]4[CH:17]=[CH:16][C:15]([CH3:18])=[CH:14][CH:13]=4)[N:11]=[C:6]3[CH:5]=2)[CH2:3][CH2:2]1.[OH-].[Na+].O.Cl>CCO>[CH:1]1([C:4]2[N:26]([CH2:27][CH2:28][CH2:29][CH2:30][CH2:31][CH2:32][C:33]([OH:35])=[O:34])[C:7]3=[N:8][C:9]([C:19]4[CH:20]=[CH:21][C:22]([CH3:25])=[CH:23][CH:24]=4)=[C:10]([C:12]4[CH:13]=[CH:14][C:15]([CH3:18])=[CH:16][CH:17]=4)[N:11]=[C:6]3[CH:5]=2)[CH2:3][CH2:2]1 |f:1.2|. Procedure: Ethyl 7-(6-cyclopropyl-2,3-di-p-tolyl-5H-pyrrolo[2,3-b]pyrazin-5-yl)heptanoate (Step 6) (230 mg, 0.464 mmol) in EtOH (4 ml) was treated with 2M NaOH (0.696 ml, 1.392 mmol) and stirred at room temperature for 16 hours. The reaction mixture was added to water (50 ml) and the pH was adjusted to pH 1 by addition of 2M HCl. The resulting suspension was filtered, washed with water (×3) and dried under vacuum. The resultant residue was dissolved in EtOH (minimal) and excess water added. The resultant a... The reactants are CCN, COCCOC, CS(=O)(=O)c1nc(N)nc(-c2ccco2)c1C#N. Product: CCNc1nc(N)nc(-c2ccco2)c1C#N. Reaction SMILES: [CH3:19][CH2:20][NH2:21].[CH3:22][O:23][CH2:24][CH2:25][O:26][CH3:27].[NH2:1][c:2]1[n:3][c:4]([S:15]([CH3:16])(=[O:17])=[O:18])[c:5]([C:13]#[N:14])[c:6](-[c:8]2[o:9][cH:10][cH:11][cH:12]2)[n:7]1>>[NH2:1][c:2]1[n:3][c:4]([NH:21][CH2:20][CH3:19])[c:5]([C:13]#[N:14])[c:6](-[c:8]2[o:9][cH:10][cH:11][cH:12]2)[n:7]1. Reactants: ClC=1C=CC(=C2C=CN=CC12)[N+](=O)[O-] (8-chloro-5-nitroisoquinoline). Reagents/catalysts: [Zn] (zinc). Solvent: C(C)(=O)O (acetic acid). Product: ClC1=CC=C(C=2C=CN=CC12)N (8-chloroisoquinolin-5-amine). RXN SMILES: [Cl:1][C:2]1[CH:3]=[CH:4][C:5]([N+:12]([O-])=O)=[C:6]2[C:11]=1[CH:10]=[N:9][CH:8]=[CH:7]2>C(O)(=O)C.[Zn]>[Cl:1][C:2]1[C:11]2[CH:10]=[N:9][CH:8]=[CH:7][C:6]=2[C:5]([NH2:12])=[CH:4][CH:3]=1. Procedure details: To a solution of 8-chloro-5-nitroisoquinoline (1 mmol) in acetic acid, zinc dust (10 mmol) was added. Reaction mixture was refluxed for 5 hours. Reaction mixture was cooled to room temperature and filtered through celite bed. Filtrate was concentrated under vacuum to afford the desired compound. Product: O[C@@H]([C@@H]1N([C@@H](CC1)CC1=CC=C(C=C1)C(=O)N1CCC2(CCOC2=O)CC1)C(=O)OC(C)(C)C)C1=CC=CC=C1 (tert-butyl (2R,5S)-2-[(R)-hydroxy(phenyl)methyl]-5-{4-[(1-oxo-2-oxa-8-azaspiro[4.5]dec-8-yl)carbonyl]benzyl)pyrrolidine-1-carboxylate). Solvent: CN(C)C=O (DMF). Starting materials: C=1C=CC2=C(C1)N=NN2O (HOBt), C(C)(C)N(CC)C(C)C (diisopropylethylamine), C(C)(C)(C)OC(=O)N1[C@@H](CC[C@@H]1[C@@H](C1=CC=CC=C1)O)CC1=CC=C(C(=O)O)C=C1 (4-({(2S,5R)-1-(tert-butoxycarbonyl)-5-[(R)-hydroxy(phenyl)methyl]pyrrolidin-2-yl}methyl)benzoic acid), C1(OCCC12CCNCC2)=O (2-oxa-8-azaspiro[4.5]decan-1-one), CCN=C=NCCCN(C)C.Cl (EDCl). Yield: 72.9%. RXN SMILES: [C:1]([O:5][C:6]([N:8]1[C@@H:12]([C@H:13]([OH:20])[C:14]2[CH:19]=[CH:18][CH:17]=[CH:16][CH:15]=2)[CH2:11][CH2:10][C@H:9]1[CH2:21][C:22]1[CH:30]=[CH:29][C:25]([C:26](O)=[O:27])=[CH:24][CH:23]=1)=[O:7])([CH3:4])([CH3:3])[CH3:2].[C:31]1(=[O:41])[C:35]2([CH2:40][CH2:39][NH:38][CH2:37][CH2:36]2)[CH2:34][CH2:33][O:32]1.CCN=C=NCCCN(C)C.Cl.C1C=CC2N(O)N=NC=2C=1.C(N(C(C)C)CC)(C)C>CN(C=O)C>[OH:20][C@H:13]([C:14]1[CH:15]=[CH:16][CH:17]=[CH:18][CH:19]=1)[C@H:12]1[CH2:11][CH2:10][C@@H:9]([CH2:21][C:22]2[CH:30]=[CH:29][C:25]([C:26]([N:38]3[CH2:39][CH2:40][C:35]4([C:31](=[O:41])[O:32][CH2:33][CH2:34]4)[CH2:36][CH2:37]3)=[O:27])=[CH:24][CH:23]=2)[N:8]1[C:6]([O:5][C:1]([CH3:4])([CH3:3])[CH3:2])=[O:7] |f:2.3|. Procedure details: To a solution of 30 mg (0.07 mmol) 4-({(2S,5R)-1-(tert-butoxycarbonyl)-5-[(R)-hydroxy(phenyl)methyl]pyrrolidin-2-yl}methyl)benzoic acid (i-1) in 1 ml anhydrous DMF at ambient temperature was added 20 mg (0.1 mmol) 2-oxa-8-azaspiro[4.5]decan-1-one, followed by 20 mg (0.1 mmol) EDCl, 15 mg (0.10 mmol) HOBt, and 0.070 ml (0.35 mmol) diisopropylethylamine. The solution was stirred for 2 h. It was then filtered and purified by reverse-phase HPLC (TMC Pro-Pac C18; 35-100% 0.1% trifluoroacetic acid in ... Run at time 2 hour.